From a dataset of the Open Reaction Database (ORD), a public repository of structured organic reaction records. describe an organic reaction: reactants, conditions, products, and yield The reactants are O1C(=CC=C1)C(C)O (1-furylethanol), aqueous solution, [OH-].[Na+] (sodium hydroxide), BrCCCCC (1-bromopentane). Reagents/catalysts: S([O-])(O)(=O)=O.C(CCC)[N+](CCCC)(CCCC)CCCC (tetrabutylammonium bisulfate). Product: C(CCCC)OC(C)C=1OC=CC1 (2-(1-pentoxyethyl)furan). RXN SMILES: [O:1]1[CH:5]=[CH:4][CH:3]=[C:2]1[CH:6]([OH:8])[CH3:7].[OH-].[Na+].Br[CH2:12][CH2:13][CH2:14][CH2:15][CH3:16]>S(=O)(=O)(O)[O-].C([N+](CCCC)(CCCC)CCCC)CCC>[CH2:12]([O:8][CH:6]([C:2]1[O:1][CH:5]=[CH:4][CH:3]=1)[CH3:7])[CH2:13][CH2:14][CH2:15][CH3:16] |f:1.2,4.5|. Procedure: Ten grams of the distilled 1-furylethanol (0.089 mole) is charged to a reactor with 0.61 g (2 mole percent) tetrabutylammonium bisulfate and 19.2 g of a 50 percent aqueous solution of sodium hydroxide added over a 15 minute period with stirring. This is followed by addition of 34.7 g (0.25 mole) 1-bromopentane over a period of 15 minutes and the reaction mixture allowed to stir for 3 hours. The reaction mixture is then extracted with diethyl ether which, after drying over magnesium sulfate, is e... The reactants are COC1=CSC=C1 (3-methoxythiophene), C(CCC)[Li] (n-butyllithium), CN(C)C=O (DMF), Cl (HCl), organolithium. The solvent is C(C)OCC (diethyl ether), C(C)OCC (diethyl ether). Yields the product COC1=C(SC=C1)C=O (3-methoxy-2-thiophenecarboxaldehyde). Reaction SMILES: C([Li])CCC.[CH3:6][O:7][C:8]1[CH:12]=[CH:11][S:10][CH:9]=1.CN([CH:16]=[O:17])C.Cl>C(OCC)C>[CH3:6][O:7][C:8]1[CH:12]=[CH:11][S:10][C:9]=1[CH:16]=[O:17]. Reported procedure: 3-Methoxy-2-thiophenecarboxadlehyde was prepared by adding n-butyllithium (10.56 mmol, 2.5M solution in hexane)(Aldrich), without cooling, to a solution of 3-methoxythiophene (1 g,8.8 mmol) (Aldrich) in dry diethyl ether (5 mL) over a period of 5 min. The mixture was gently heated at reflux for 2 h at which time the organolithium compound was transferred, via cannula, to a solution of DMF (23 mmol) in diethyl ether (5 mL) which was cooled in an ice bath. The reaction was stirred at room temperat...